Dataset: the Open Reaction Database (ORD), a public repository of structured organic reaction records. Task: describe an organic reaction: reactants, conditions, products, and yield Reactants: [BH4-].[Na+] (sodium borohydride), C(C)OC(=O)C1SC2=C(NC1=O)C=CC=C2 (2-ethoxycarbonyl-2H-1,4-benzothiazin-3(4H)-one), C(C)(=O)O (acetic acid). The solvent is O (water), C(C)O (ethanol). Product: OCC1SC2=C(NC1=O)C=CC=C2 (2-hydroxymethyl-2H-1,4-benzothiazin-3(4H)-one). The yield is 50.6%. Reaction SMILES: C([O:3][C:4]([CH:6]1[C:11](=[O:12])[NH:10][C:9]2[CH:13]=[CH:14][CH:15]=[CH:16][C:8]=2[S:7]1)=O)C.[BH4-].[Na+].C(O)(=O)C>C(O)C.O>[OH:3][CH2:4][CH:6]1[C:11](=[O:12])[NH:10][C:9]2[CH:13]=[CH:14][CH:15]=[CH:16][C:8]=2[S:7]1 |f:1.2|. Procedure details: To a suspension of 3.0 g of 2-ethoxycarbonyl-2H-1,4-benzothiazin-3(4H)-one in ethanol (50 ml) was added portionwise 0.95 g of sodium borohydride with stirring at room temperature. After stirring for 2 hours, the mixture was diluted with water, made acidic with acetic acid, and extracted with ether. The ether layer was washed with water, dried (MgSO4), and then concentrated under reduced pressure. The residue was washed with hexane to obtain 1.25 g (50.8%) of 2-hydroxymethyl-2H-1,4-benzothiazin-3... Reactants: CC(C)(C(=O)O)n1cc(-c2ccnc3[nH]ccc23)cn1, [Cl-], [NH4+], CN(C)C=O. Yields the product CC(C)(C(N)=O)n1cc(-c2ccnc3[nH]ccc23)cn1. Reaction SMILES: [CH3:1][C:2]([C:3](=[O:4])[OH:5])([CH3:6])[n:7]1[n:8][cH:9][c:10](-[c:12]2[c:13]3[c:14]([n:15][cH:16][cH:17]2)[nH:18][cH:19][cH:20]3)[cH:11]1.[Cl-:21].[NH4+:22].[O:23]=[CH:24][N:25]([CH3:26])[CH3:27]>>[CH3:1][C:2]([C:3](=[O:4])[NH2:22])([CH3:6])[n:7]1[n:8][cH:9][c:10](-[c:12]2[c:13]3[c:14]([n:15][cH:16][cH:17]2)[nH:18][cH:19][cH:20]3)[cH:11]1.